From a dataset of the Open Reaction Database (ORD), a public repository of structured organic reaction records. describe an organic reaction: reactants, conditions, products, and yield Reactants: [OH-].[Na+] (sodium hydroxide), C(C)(=O)N1C(C(N(C(=C1)C1=CC=CC=C1)CC(=O)N[C@H](C(=O)OC)CC1=CC=CC=C1)=O)C(C)C (methyl (2S)-2-{(3RS)-4-acetyl-3-isopropyl-2-oxo-6-phenyl-1,2,3,4-tetrahydropyrazin-1-yl}methylcarbonylamino-3-phenylpropionate). The solvent is C(C)O (ethanol). Conditions: time 4.5 hour. Product: C(C)(=O)N1C(C(N(C(=C1)C1=CC=CC=C1)CC(=O)N[C@H](C(=O)O)CC1=CC=CC=C1)=O)C(C)C ((2S)-2-{(3RS)-4-Acetyl-3-isopropyl-2-oxo-6-phenyl-1,2,3,4-tetrahydropyrazin-1-yl}methylcarbonylamino-3-phenylpropionic acid). Isolated yield 99.9%. Reaction SMILES: [OH-].[Na+].[C:3]([N:6]1[CH:11]=[C:10]([C:12]2[CH:17]=[CH:16][CH:15]=[CH:14][CH:13]=2)[N:9]([CH2:18][C:19]([NH:21][C@@H:22]([CH2:27][C:28]2[CH:33]=[CH:32][CH:31]=[CH:30][CH:29]=2)[C:23]([O:25]C)=[O:24])=[O:20])[C:8](=[O:34])[CH:7]1[CH:35]([CH3:37])[CH3:36])(=[O:5])[CH3:4]>C(O)C>[C:3]([N:6]1[CH:11]=[C:10]([C:12]2[CH:13]=[CH:14][CH:15]=[CH:16][CH:17]=2)[N:9]([CH2:18][C:19]([NH:21][C@@H:22]([CH2:27][C:28]2[CH:29]=[CH:30][CH:31]=[CH:32][CH:33]=2)[C:23]([OH:25])=[O:24])=[O:20])[C:8](=[O:34])[CH:7]1[CH:35]([CH3:37])[CH3:36])(=[O:5])[CH3:4] |f:0.1|. Procedure: A 4 N aqueous sodium hydroxide solution (7.2 ml) is added to a solution of methyl (2S)-2-{(3RS)-4-acetyl-3-isopropyl-2-oxo-6-phenyl-1,2,3,4-tetrahydropyrazin-1-yl}methylcarbonylamino-3-phenylpropionate (4.60 g, Compound No. 1-48) in ethanol (30 ml), and the mixture is stirred for 4.5 hours. The reaction mixture is washed with ether, then 2 N hydrochloric acid is added to the reaction mixture to acidify the system, and the whole is extracted with ethyl acetate. The extract is washed with saturate... Reactants: N1C[C@@H](CC1)O.CC1=CC=C(C=C1)S(=O)(=O)[O-] ((3R)-pyrrolidin-3-ol 4-methylbenzenesulfonate), BrC1=CC=C(C=C1)C=1OC(=C(N1)CCOS(=O)(=O)C)C (Methanesulfonic acid 2-[2-(4-bromo-phenyl)-5-methyl-oxazol-4-yl]-ethyl ester), N1C[C@@H](CC1)O.CC1=CC=C(C=C1)S(=O)(=O)[O-] ((3R)-pyrrolidin-3-ol 4-methylbenzenesulfonate), BrC1=CC=C(C=C1)C=1OC(=C(N1)CCOS(=O)(=O)C)C (Methanesulfonic acid 2-[2-(4-bromo-phenyl)-5-methyl-oxazol-4-yl]-ethyl ester), C([O-])([O-])=O.[K+].[K+] (potassium carbonate). The reagents and catalysts are [I-].[K+] (potassium iodide). Run in C(C)#N (acetonitrile). The product is BrC1=CC=C(C=C1)C=1OC(=C(N1)CCN1C[C@@H](CC1)O)C ((3R)-1-{2-[2-(4-Bromophenyl)-5-methyl-1,3-oxazol-4-yl]ethyl}pyrrolidin-3-ol). Isolated yield 97.1%. As a reaction SMILES: [Br:1][C:2]1[CH:7]=[CH:6][C:5]([C:8]2[O:9][C:10]([CH3:20])=[C:11]([CH2:13][CH2:14]OS(C)(=O)=O)[N:12]=2)=[CH:4][CH:3]=1.C(=O)([O-])[O-].[K+].[K+].[NH:27]1[CH2:31][CH2:30][C@@H:29]([OH:32])[CH2:28]1.CC1C=CC(S([O-])(=O)=O)=CC=1>[I-].[K+].C(#N)C>[Br:1][C:2]1[CH:7]=[CH:6][C:5]([C:8]2[O:9][C:10]([CH3:20])=[C:11]([CH2:13][CH2:14][N:27]3[CH2:31][CH2:30][C@@H:29]([OH:32])[CH2:28]3)[N:12]=2)=[CH:4][CH:3]=1 |f:1.2.3,4.5,6.7|. Procedure: Prepare using the method of Example 102 with 2-[2-(4-bromophenyl)-5-methyl-1,3-oxazol-4-yl]ethyl methanesulfonate (See Intermediate 13) (0.16 g, 0.44 mmole), anhydrous acetonitrile (2 mL), potassium carbonate (0.21 g, 1.54 mmol), potassium iodide (0.007 g, 0.04 mmol) and (3R)-pyrrolidin-3-ol 4-methylbenzenesulfonate (salt) (See Intermediate 52) (0.13 g, 0.51 mmol) to give the title compound as a pale orange oil (0.15 g): MS (m/e) (79Br/81Br): 351, 353(M+1) The reactants are [S-]C#N.[NH4+] (ammonium thiocyanate), C(C1=CC=CC=C1)(=O)Cl (benzoyl chloride). Solvent: CC(=O)C (acetone). Product: NC(NC(C1=CC=CC=C1)=O)=S (N-(Aminothioxomethyl)benzamide). Isolated yield 54.7%. As a reaction SMILES: [S-:1][C:2]#[N:3].[NH4+:4].[C:5](Cl)(=[O:12])[C:6]1[CH:11]=[CH:10][CH:9]=[CH:8][CH:7]=1>CC(C)=O>[NH2:3][C:2](=[S:1])[NH:4][C:5](=[O:12])[C:6]1[CH:11]=[CH:10][CH:9]=[CH:8][CH:7]=1 |f:0.1|. Procedure: To a two-liter-round-bottomed flask fitted with an overhead stirrer, addition funnel and a condenser was added 400 ml of acetone and 85.0 g (1.12 moles) of ammonium thiocyanate. To this solution was added 140.6 g (1.00 moles) of benzoyl chloride. The resultant slurry was heated at reflux for 15 minutes and then the heat was removed and 200 ml of concentrated ammonium hydroxide was added at a rate to maintain reflux. The reaction mixture was heated at reflux for an additional 15 minutes and then ... Starting materials: C(C)(=O)O (acetic acid), Carbohydrate, C1[C@@H]2C=CC(=O)[C@H](O1)O2 (levoglucosenone). The solvent is Cl (HCl). The product is C1[C@@H]2C=CC(=O)[C@H](O1)O2 (levoglucosenone), [C@H]12C(C[C@H](O)[C@H](O1)CO2)=O (1,6-anhydro-3-deoxy-β-D-erythro-hexopyranos-2-ulose). RXN SMILES: [CH2:1]1[O:8][C@@H:7]2[O:9][C@H:2]1[CH:3]=[CH:4][C:5]2=[O:6].C(O)(=[O:12])C>Cl>[CH2:1]1[O:8][C@@H:7]2[O:9][C@H:2]1[CH:3]=[CH:4][C:5]2=[O:6].[C@@H:7]12[O:8][CH2:1][C@@H:2]([O:9]1)[C@@H:3]([OH:12])[CH2:4][C:5]2=[O:6]. Procedure: Levoglucosenone, an isomer of HMF, can be produced from woody (lignocellulosic) material through pyrolysis. F. Shafizadeh et al. (Carbohydrate Research, 71, (1979), 169-191) found that heating levoglucosenone in 0.5 M HCl (pH=0.3) in a boiling water bath to reaction completion (2.5 hours) produced HMF in a 16% yield. Heating levoglucosenone in 2 M acetic acid (pH=2.2) produced 1,6-anhydro-3-deoxy-β-D-erythro-hexopyranos-2-ulose, (represented by Formula (I-a)) in a 77% yield, but no HMF. The reactants are O([C@H]1[C@@H](O)[C@H](O)[C@H](O)[C@@H](O1)C)[C@H]1[C@H](O[C@H]2[C@@H]([C@H](C(O)O[C@@H]2CO)N)O)O[C@@H]([C@@H]([C@@H]1O)O)CO (Fucα1-2Galβ1-4GlcNH2), glycosyl, CC1C(C(C(C(O1)OP(=O)(O)OP(=O)(O)OCC2C(C(C(O2)N3C=NC4=C3NC(=NC4=O)N)O)O)O)O)O (GDP-Fuc). Product: O([C@H]1[C@H](O)[C@@H](O)[C@@H](O)[C@H](O1)CO)[C@H]1[C@@H]([C@H](C(O)O[C@@H]1CO)N)O (Galβ1-4GlcNH2). RXN SMILES: [O:1]([C@@H:12]1[C@@H:29]([OH:30])[C@@H:28]([OH:31])[C@@H:27]([CH2:32][OH:33])[O:26][C@H:13]1[O:14][C@@H:15]1[C@@H:21]([CH2:22][OH:23])[O:20][CH:18]([OH:19])[C@H:17]([NH2:24])[C@H:16]1[OH:25])[C@@H]1O[C@@H](C)[C@@H](O)[C@@H](O)[C@@H]1O.CC1OC(OP(OP(OCC2OC(N3C4NC(N)=NC(=O)C=4N=C3)C(O)C2O)(O)=O)(O)=O)C(O)C(O)C1O>>[O:14]([C@@H:15]1[C@@H:21]([CH2:22][OH:23])[O:20][CH:18]([OH:19])[C@H:17]([NH2:24])[C@H:16]1[OH:25])[C@@H:13]1[O:26][C@H:27]([CH2:32][OH:33])[C@H:28]([OH:31])[C@H:29]([OH:30])[C@H:12]1[OH:1]. Procedure: Synthesis of Fucα1-2Galβ1-4GlcNH2 βSEt. Galβ1-4GlcNH2 βSEt is prepared as described above and used directly or after isolation as acceptor for a α1-2-fucosyltransferase (e.g. EC 2.4.1.69) reaction with a suitable glycosyl donor such as GDP-Fuc. Reactants: C(=O)(OC(C)(C)C)N[C@H]([C@H](C[C@H](C(=O)O)CC1=CC(=CC=C1)F)O)CC1=CC=CC=C1 (5(S)-(Boc-amino)-4(S)-hydroxy-6-phenyl-2(R)-(m-fluorophenylmethyl)-hexanoic acid), C(C)(C)(C)[Si](Cl)(C)C (tert-butyldimethylchlorosilane), N1C=NC=C1 (imidazole), silyl ester, C([O-])([O-])=O.[K+].[K+] (potassium carbonate). Run in CN(C)C=O (DMF), CCCCCC.C(C)(=O)OCC (hexane ethyl acetate), CO.C1CCOC1.O (methanol THF water). The product is C(=O)(OC(C)(C)C)N[C@H]([C@H](C[C@H](C(=O)O)CC1=CC(=CC=C1)F)O[Si](C)(C)C(C)(C)C)CC1=CC=CC=C1 (5(S)-(Boc-amino)-4(S)-(tert-butyldimethylsilyloxy)-6-phenyl-2(R)-(m-fluorophenylmethyl)-hexanoic acid). As a reaction SMILES: [C:1]([NH:8][C@@H:9]([CH2:25][C:26]1[CH:31]=[CH:30][CH:29]=[CH:28][CH:27]=1)[C@@H:10]([OH:24])[CH2:11][C@@H:12]([CH2:16][C:17]1[CH:22]=[CH:21][CH:20]=[C:19]([F:23])[CH:18]=1)[C:13]([OH:15])=[O:14])([O:3][C:4]([CH3:7])([CH3:6])[CH3:5])=[O:2].[C:32]([Si:36]([CH3:39])([CH3:38])Cl)([CH3:35])([CH3:34])[CH3:33].N1C=CN=C1.C(=O)([O-])[O-].[K+].[K+]>CN(C=O)C.CO.C1COCC1.O.CCCCCC.C(OCC)(=O)C>[C:1]([NH:8][C@@H:9]([CH2:25][C:26]1[CH:27]=[CH:28][CH:29]=[CH:30][CH:31]=1)[C@@H:10]([O:24][Si:36]([C:32]([CH3:35])([CH3:34])[CH3:33])([CH3:39])[CH3:38])[CH2:11][C@@H:12]([CH2:16][C:17]1[CH:22]=[CH:21][CH:20]=[C:19]([F:23])[CH:18]=1)[C:13]([OH:15])=[O:14])([O:3][C:4]([CH3:6])([CH3:7])[CH3:5])=[O:2] |f:3.4.5,7.8.9,10.11|. Reported procedure: Analogously to Example 1j), 2.7 g (6.25 mmol) of 5(S)-(Boc-amino)-4(S)-hydroxy-6-phenyl-2(R)-(m-fluorophenylmethyl)-hexanoic acid in 30 ml of DMF are silylated with 4.33 g (28.8 mmol) of tert-butyldimethylchlorosilane and 3.51 g (51.3 mmol) of imidazole. Hydrolysis of the silyl ester function with 5.1 g of potassium carbonate in 100 ml of methanol/THF/water 4:1:1 yields the title compound after column chromatography (SiO2, hexane/ethyl acetate 2:1): tRet (I)=20.8 min. Reactants: C([O-])([O-])=O (carbonate), C(C)(=O)O[BH-](OC(C)=O)OC(C)=O (triacetoxy borohydride), C1(CC1)CN(C1=CC(=NC=N1)C(=O)NC1=C(C=C(C=C1)C=O)C)CCC (6-((cyclopropylmethyl)(propyl)amino)-N-(4-formyl-2-methylphenyl)pyrimidine-4-carboxamide), C1(CC1)CN(C1=CC(=NC=N1)C(=O)NC1=C(C=C(C=C1)C=O)C)CCC (6-((cyclopropylmethyl)(propyl)amino)-N-(4-formyl-2-methylphenyl)pyrimidine-4-carboxamide), Cl.NCCCC(=O)OC(C)(C)C (tert-butyl 4-aminobutanoate hydrochloride). Run in C(Cl)Cl (DCM). Reaction conditions: time 18 hour. The product is C1(CC1)CN(C1=CC(=NC=N1)C(=O)NC1=C(C=C(C=C1)CN1C(CCC1)=O)C)CCC (6-[(cyclopropylmethyl)(propyl)amino]-N-{2-methyl-4-[(2-oxopyrrolidin-1-yl)methyl]phenyl}pyrimidine-4-carboxamide). The yield is 72.0%. As a reaction SMILES: [CH:1]1([CH2:4][N:5]([CH2:24][CH2:25][CH3:26])[C:6]2[N:11]=[CH:10][N:9]=[C:8]([C:12]([NH:14][C:15]3[CH:20]=[CH:19][C:18]([CH:21]=O)=[CH:17][C:16]=3[CH3:23])=[O:13])[CH:7]=2)[CH2:3][CH2:2]1.Cl.[NH2:28][CH2:29][CH2:30][CH2:31][C:32]([O:34]C(C)(C)C)=O.C(=O)([O-])[O-].C(O[BH-](OC(=O)C)OC(=O)C)(=O)C>C(Cl)Cl>[CH:1]1([CH2:4][N:5]([CH2:24][CH2:25][CH3:26])[C:6]2[N:11]=[CH:10][N:9]=[C:8]([C:12]([NH:14][C:15]3[CH:20]=[CH:19][C:18]([CH2:21][N:28]4[CH2:29][CH2:30][CH2:31][C:32]4=[O:34])=[CH:17][C:16]=3[CH3:23])=[O:13])[CH:7]=2)[CH2:3][CH2:2]1 |f:1.2|. Procedure: A solution of 6-((cyclopropylmethyl)(propyl)amino)-N-(4-formyl-2-methylphenyl)pyrimidine-4-carboxamide (Intermediate 29, 100 mg; 0.28 mmol) in DCM (5 ml) was treated with tert-butyl 4-aminobutanoate hydrochloride (Bachem, 244.6 mg; 1.25 mmol) and polymer supported carbonate (150 mg) followed by polymer supported triacetoxy borohydride (150 mg). After stirring for 18 hours the mixture was filtered and the solvent removed in vacuo. The residue was purified by column chromatography (silica) eluting...